From a dataset of the Open Reaction Database (ORD), a public repository of structured organic reaction records. describe an organic reaction: reactants, conditions, products, and yield Reactants: BrC=1C(N(C(NN1)=O)C)=O (6-bromo-4-methyl-2H-[1,2,4]triazine-3,5-dione), FC(CCCI)(F)F (1,1,1-trifluoro-4-iodo-butane), [H-].[Na+] (NaH). Solvent: CN(C)C=O (DMF), CN(C)C=O (DMF). Run at time 1 hour. The product is crystals, BrC=1C(N(C(N(N1)CCCC(F)(F)F)=O)C)=O (6-bromo-4-methyl-2-(4,4,4-trifluoro-butyl)-2H-[1,2,4]triazine-3,5-dione). Isolated yield 87.0%. Reaction SMILES: [H-].[Na+].[Br:3][C:4]1[C:5](=[O:12])[N:6]([CH3:11])[C:7](=[O:10])[NH:8][N:9]=1.[F:13][C:14]([F:20])([F:19])[CH2:15][CH2:16][CH2:17]I>CN(C=O)C>[Br:3][C:4]1[C:5](=[O:12])[N:6]([CH3:11])[C:7](=[O:10])[N:8]([CH2:17][CH2:16][CH2:15][C:14]([F:20])([F:19])[F:13])[N:9]=1 |f:0.1|. Procedure details: 0.85 g (21.3 mmol) of NaH (at 60% in paraffin) are placed in 10 mL of DMF under nitrogen. A solution of 4 g (19.4 mmol) of intermediate 2a in 40 mL of DMF is poured dropwise. The reaction medium is stirred for 1 h at room temperature and then 5 g (21.3 mmol) of 1,1,1-trifluoro-4-iodo-butane are added dropwise, and stirring is then continued for 3 h at room temperature. After dry concentration, the obtained residue is taken up with H2O and extracted with ethyl acetate. After drying on MgSO4, the ... Reactants: O=C([O-])[O-], CN1CCCC1=O, [Cs+], [Cs+], Fc1ncccc1C1CCOCC1, Oc1ccc(Nc2nc3ccccc3s2)cc1. Yields the product c1cnc(Oc2ccc(Nc3nc4ccccc4s3)cc2)c(C2CCOCC2)c1. Reaction SMILES: [C:31](=[O:32])([O-:33])[O-:34].[CH3:37][N:38]1[CH2:39][CH2:40][CH2:41][C:42]1=[O:43].[Cs+:35].[Cs+:36].[F:1][c:2]1[n:3][cH:4][cH:5][cH:6][c:7]1[CH:8]1[CH2:9][CH2:10][O:11][CH2:12][CH2:13]1.[s:14]1[c:15]([NH:23][c:24]2[cH:25][cH:26][c:27]([OH:30])[cH:28][cH:29]2)[n:16][c:17]2[c:18]1[cH:19][cH:20][cH:21][cH:22]2>>[c:2]1([O:30][c:27]2[cH:26][cH:25][c:24]([NH:23][c:15]3[s:14][c:18]4[c:17]([n:16]3)[cH:22][cH:21][cH:20][cH:19]4)[cH:29][cH:28]2)[n:3][cH:4][cH:5][cH:6][c:7]1[CH:8]1[CH2:9][CH2:10][O:11][CH2:12][CH2:13]1. Reactants: Cl (hydrogen chloride), C(C)(C)(C)OC(=O)N1CCC(CC1)CN(S(=O)(=O)C)C1=CC=CC=C1 (N-[(1-t-butoxycarbonylpiperidin-4-yl)methyl]-N-phenylmethanesulfonamide). Run in CO (methanol). Run at time 1 hour. Yields the product Cl.C1(=CC=CC=C1)N(S(=O)(=O)C)CC1CCNCC1 (N-Phenyl-N-[(piperidin-4-yl)methyl]methanesulfonamide Hydrochloride). Yield: 100.0%. Reaction SMILES: [ClH:1].C(OC([N:9]1[CH2:14][CH2:13][CH:12]([CH2:15][N:16]([C:21]2[CH:26]=[CH:25][CH:24]=[CH:23][CH:22]=2)[S:17]([CH3:20])(=[O:19])=[O:18])[CH2:11][CH2:10]1)=O)(C)(C)C>CO>[ClH:1].[C:21]1([N:16]([CH2:15][CH:12]2[CH2:11][CH2:10][NH:9][CH2:14][CH2:13]2)[S:17]([CH3:20])(=[O:19])=[O:18])[CH:22]=[CH:23][CH:24]=[CH:25][CH:26]=1 |f:3.4|. Reported procedure: Methanolic hydrogen chloride (4M, 20 mL) was added to a stirred, cooled (0° C.) suspension N-[(1-t-butoxycarbonylpiperidin-4-yl)methyl]-N-phenylmethanesulfonamide (2.84 g, 7.7 mmol) in methanol (10 mL) and the mixture was stirred at room temperature for 1 h. The solvent was evaporated under reduced pressure to give the title compound as a tan foam (2.34 g, 100%), δH (250 MHz, d6 -DMSO) 8.90 (2H, br m), 7.45-7.33 (5H, m), 3.53 (2H, d, J 7.0 Hz), 3.19 (2H, m), 2.96 (3H, s), 2.73 (2H, m), 1.80 (2H,... Yields the product COc1ccc(C(=O)Nc2cc(N3CCN(C(=O)c4c(-c5ccccc5OC)noc4C)CC3)c(Cl)cc2[N+](=O)[O-])cc1. Starting materials: C1CCNCC1, COc1ccc(C(=O)Cl)cc1, CN(C)c1ccncc1, COc1ccccc1-c1noc(C)c1C(=O)N1CCN(c2cc(N)c([N+](=O)[O-])cc2Cl)CC1. RXN SMILES: [CH2:45]1[CH2:46][CH2:47][NH:48][CH2:49][CH2:50]1.[CH3:34][O:35][c:36]1[cH:37][cH:38][c:39]([C:40](=[O:41])[Cl:42])[cH:43][cH:44]1.[CH3:51][N:52]([c:53]1[cH:54][cH:55][n:56][cH:57][cH:58]1)[CH3:59].[NH2:1][c:2]1[c:3]([N+:31](=[O:32])[O-:33])[cH:4][c:5]([Cl:30])[c:6]([N:8]2[CH2:9][CH2:10][N:11]([C:14](=[O:15])[c:16]3[c:17](-[c:22]4[c:23]([O:28][CH3:29])[cH:24][cH:25][cH:26][cH:27]4)[n:18][o:19][c:20]3[CH3:21])[CH2:12][CH2:13]2)[cH:7]1>>[NH:1]([c:2]1[c:3]([N+:31](=[O:32])[O-:33])[cH:4][c:5]([Cl:30])[c:6]([N:8]2[CH2:9][CH2:10][N:11]([C:14](=[O:15])[c:16]3[c:17](-[c:22]4[c:23]([O:28][CH3:29])[cH:24][cH:25][cH:26][cH:27]4)[n:18][o:19][c:20]3[CH3:21])[CH2:12][CH2:13]2)[cH:7]1)[C:40]([c:39]1[cH:38][cH:37][c:36]([O:35][CH3:34])[cH:44][cH:43]1)=[O:41].